Dataset: the Open Reaction Database (ORD), a public repository of structured organic reaction records. Task: describe an organic reaction: reactants, conditions, products, and yield The reactants are CS(=O)(=O)C1=CC(=C(C=C1)\C=C\C)[N+](=O)[O-] (4-(methylsulfonyl)-2-nitro-1-[(1E)-prop-1-en-1-yl]benzene), CS(=O)(=O)C1=CC(=C(C=C1)\C=C\C)[N+](=O)[O-] (4-(methylsulfonyl)-2-nitro-1-[(1E)-prop-1-en-1-yl]benzene). The reagents and catalysts are [Fe] (iron). Run in CC(=O)O (AcOH), CC(=O)O (AcOH). Conditions: temperature 90 celsius, time 25 minute. The product is CS(=O)(=O)C=1C=CC(=C(N)C1)\C=C\C (5-(methylsulfonyl)-2-[(1E)-prop-1-en-1-yl]aniline). Isolated yield 81.4%. As a reaction SMILES: [CH3:1][S:2]([C:5]1[CH:10]=[CH:9][C:8](/[CH:11]=[CH:12]/[CH3:13])=[C:7]([N+:14]([O-])=O)[CH:6]=1)(=[O:4])=[O:3]>CC(O)=O.[Fe]>[CH3:1][S:2]([C:5]1[CH:10]=[CH:9][C:8](/[CH:11]=[CH:12]/[CH3:13])=[C:7]([CH:6]=1)[NH2:14])(=[O:3])=[O:4]. Procedure details: A solution of 4-(methylsulfonyl)-2-nitro-1-[(1E)-prop-1-en-1-yl]benzene (Intermediate 59; 1.10 g; 4.56 mmol) in AcOH (7 ml) was treated with powdered iron (3.82 g; 68.4 mmol) and the reaction mixture was stirred at 90° C. for 25 min. Further AcOH was added (20 mL), the solid was filtered off and rinsed with EtOAc. The solvents were removed under reduced pressure, the residue was taken up in EtOAc and washed with saturated NaHCO3 solution twice the with brine. The organic phase was dried on MgSO4... The reactants are COCCOC, Cn1c2c(c3ccccc31)C(=O)NCC2, Cc1ncoc1CCl, [H-], [Na+], O. Yields the product Cc1ncoc1CN1CCc2c(c3ccccc3n2C)C1=O. Reaction SMILES: [CH3:27][O:28][CH2:29][CH2:30][O:31][CH3:32].[CH3:3][n:4]1[c:5]2[c:6]([c:7]3[cH:8][cH:9][cH:10][cH:11][c:12]13)[C:13](=[O:17])[NH:14][CH2:15][CH2:16]2.[Cl:18][CH2:19][c:20]1[c:21]([CH3:25])[n:22][cH:23][o:24]1.[H-:1].[Na+:2].[OH2:26]>>[CH3:3][n:4]1[c:5]2[c:6]([c:7]3[cH:8][cH:9][cH:10][cH:11][c:12]13)[C:13](=[O:17])[N:14]([CH2:19][c:20]1[c:21]([CH3:25])[n:22][cH:23][o:24]1)[CH2:15][CH2:16]2. Reactants: Brc1cccc(-c2nn3c(c2-c2ccnc4ccccc24)CCC3)n1, [Mg+]Cc1ccccc1, [Cl-], [Cl-], [Cl-], C1CCOC1, Cl[Pd]Cl, [Zn+2], c1ccc(P(c2ccccc2)c2ccccc2)cc1, c1ccc(P(c2ccccc2)c2ccccc2)cc1. The product is c1ccc(Cc2cccc(-c3nn4c(c3-c3ccnc5ccccc35)CCC4)n2)cc1. Reaction SMILES: [Br:10][c:11]1[cH:12][cH:13][cH:14][c:15](-[c:17]2[c:18](-[c:25]3[cH:26][cH:27][n:28][c:29]4[cH:30][cH:31][cH:32][cH:33][c:34]34)[c:19]3[n:20]([n:21]2)[CH2:22][CH2:23][CH2:24]3)[n:16]1.[CH2:2]([c:3]1[cH:4][cH:5][cH:6][cH:7][cH:8]1)[Mg+:9].[Cl-:1].[Cl-:40].[Cl-:41].[O:35]1[CH2:36][CH2:37][CH2:38][CH2:39]1.[Pd:43]([Cl:44])[Cl:45].[Zn+2:42].[c:46]1([P:47]([c:48]2[cH:49][cH:50][cH:51][cH:52][cH:53]2)[c:54]2[cH:55][cH:56][cH:57][cH:58][cH:59]2)[cH:60][cH:61][cH:62][cH:63][cH:64]1.[c:65]1([P:66]([c:67]2[cH:68][cH:69][cH:70][cH:71][cH:72]2)[c:73]2[cH:74][cH:75][cH:76][cH:77][cH:78]2)[cH:79][cH:80][cH:81][cH:82][cH:83]1>>[CH2:2]([c:3]1[cH:4][cH:5][cH:6][cH:7][cH:8]1)[c:11]1[cH:12][cH:13][cH:14][c:15](-[c:17]2[c:18](-[c:25]3[cH:26][cH:27][n:28][c:29]4[cH:30][cH:31][cH:32][cH:33][c:34]34)[c:19]3[n:20]([n:21]2)[CH2:22][CH2:23][CH2:24]3)[n:16]1.